Dataset: the Open Reaction Database (ORD), a public repository of structured organic reaction records. Task: describe an organic reaction: reactants, conditions, products, and yield Starting materials: O.NN (hydrazine hydrate), Br (hydrobromic acid), P(Cl)(Cl)(Cl)(Cl)Cl (phosphorus pentachloride), FC1=C(C(=O)O)C=C(C=C1)O (2-fluoro-5-hydroxybenzoic acid), R-substituted phthalhydrazide, substituted dichlorophthalazine, FC1=C(C#N)C=C(C=C1)OC (2-fluoro-5-methoxybenzonitrile). The solvent is CO (methanol). Yields the product FC1=C(C(=O)OC)C=C(C=C1)O (methyl 2-fluoro-5-hydroxybenzoate). Reaction SMILES: O.NN.P(Cl)(Cl)(Cl)(Cl)Cl.Br.F[C:12]1C=CC(OC)=CC=1C#N.[F:22][C:23]1[CH:31]=[CH:30][C:29]([OH:32])=[CH:28][C:24]=1[C:25]([OH:27])=[O:26]>CO>[F:22][C:23]1[CH:31]=[CH:30][C:29]([OH:32])=[CH:28][C:24]=1[C:25]([O:27][CH3:12])=[O:26] |f:0.1|. Procedure details: In the presence of hydrazine hydrate/glacial acetic acid, phthalic anhydride (3a) with substituent R was transformed into R-substituted phthalhydrazide (3b), which subsequently generated substituted dichlorophthalazine compounds (3c) under the action of phosphorus pentachloride. In another aspect, under the action of hydrobromic acid, 2-fluoro-5-methoxybenzonitrile (3d) was converted to 2-fluoro-5-hydroxybenzoic acid (3e), which was esterificated with methanol to give methyl 2-fluoro-5-hydroxybe... Starting materials: ClC=1C=NC=2N(C1)N=C(C2)C(=O)O (6-chloro-pyrazolo[1,5-a]pyrimidine-2-carboxylic acid), FC1=CC=2C(NCCC2S1)C (2-fluoro-4-methyl-4,5,6,7-tetrahydrothieno[3,2-c]pyridine). RXN SMILES: [Cl:1][C:2]1[CH:3]=[N:4][C:5]2[N:6]([N:8]=[C:9]([C:11]([OH:13])=O)[CH:10]=2)[CH:7]=1.[F:14][C:15]1[S:23][C:22]2[CH2:21][CH2:20][NH:19][CH:18]([CH3:24])[C:17]=2[CH:16]=1>>[Cl:1][C:2]1[CH:3]=[N:4][C:5]2[N:6]([N:8]=[C:9]([C:11]([N:19]3[CH2:20][CH2:21][C:22]4[S:23][C:15]([F:14])=[CH:16][C:17]=4[CH:18]3[CH3:24])=[O:13])[CH:10]=2)[CH:7]=1. Product: ClC=1C=NC=2N(C1)N=C(C2)C(=O)N2C(C1=C(CC2)SC(=C1)F)C ((6-Chloro-pyrazolo[1,5-a]pyrimidin-2-yl)-(2-fluoro-4-methyl-6,7-dihydro-4H-thieno[3,2-c]pyridin-5-yl)-methanone). Procedure: In close analogy to the procedure described in Example 1, 6-chloro-pyrazolo[1,5-a]pyrimidine-2-carboxylic acid is reacted with 2-fluoro-4-methyl-4,5,6,7-tetrahydrothieno[3,2-c]pyridine to provide the title compound in moderate yield. The reactants are ClC=1C=C2C=NN=C(C2=CC1)C1=C(C=CC=C1)C (6-chloro-1-o-tolylphthalazine), B1(OC(C(O1)(C)C)(C)C)B2OC(C(O2)(C)C)(C)C (bis(pinacolato)diboron), C(C)(=O)[O-].[K+] (potassium acetate), C1(CCCCC1)P(C1CCCCC1)C1CCCCC1 (tricyclohexylphosphine). The reagents and catalysts are C=1C=CC(=CC1)/C=C/C(=O)/C=C/C2=CC=CC=C2.C=1C=CC(=CC1)/C=C/C(=O)/C=C/C2=CC=CC=C2.C=1C=CC(=CC1)/C=C/C(=O)/C=C/C2=CC=CC=C2.[Pd].[Pd] (tris(dibenzylideneacetone)dipalladium). The solvent is O1CCOCC1 (1,4-dioxane). Conditions: temperature 125 celsius. The product is C1(=C(C=CC=C1)C1=NN=CC2=CC(=CC=C12)B(O)O)C (1-o-tolylphthalazin-6-ylboronic acid). RXN SMILES: Cl[C:2]1[CH:3]=[C:4]2[C:9](=[CH:10][CH:11]=1)[C:8]([C:12]1[CH:17]=[CH:16][CH:15]=[CH:14][C:13]=1[CH3:18])=[N:7][N:6]=[CH:5]2.[B:19]1(B2OC(C)(C)C(C)(C)O2)[O:23]C(C)(C)C(C)(C)[O:20]1.C([O-])(=O)C.[K+].C1(P(C2CCCCC2)C2CCCCC2)CCCCC1>O1CCOCC1.C1C=CC(/C=C/C(/C=C/C2C=CC=CC=2)=O)=CC=1.C1C=CC(/C=C/C(/C=C/C2C=CC=CC=2)=O)=CC=1.C1C=CC(/C=C/C(/C=C/C2C=CC=CC=2)=O)=CC=1.[Pd].[Pd]>[C:13]1([CH3:18])[CH:14]=[CH:15][CH:16]=[CH:17][C:12]=1[C:8]1[C:9]2[C:4](=[CH:3][C:2]([B:19]([OH:23])[OH:20])=[CH:11][CH:10]=2)[CH:5]=[N:6][N:7]=1 |f:2.3,6.7.8.9.10|. Procedure: In a sealed glass tube, a mixture of 6-chloro-1-o-tolylphthalazine (127 mg, 0.50 mmol), bis(pinacolato)diboron (146 mg, 0.57 mmol), potassium acetate (98 mg, 1.0 mmol), tris(dibenzylideneacetone)dipalladium (18 mg, 20 μmol) and tricyclohexylphosphine (11 mg, 40 μmol) in 1,4-dioxane (2 mL) was heated in a Personal Chemistry microwave at 125° C. for 30 min. The reaction mixture was filtered through a pad of Celite, and rinsed with ethyl acetate (5 mL). The filtrate was concentrated, then treated w... Reactants: FC=1C=C(C=CC1F)C(C(=O)O)C (3,4-difluorophenyl propionic acid), C(C(=O)Cl)(=O)Cl (oxalyl chloride), [Al+3].[Cl-].[Cl-].[Cl-] (AlCl3). The reagents and catalysts are CN(C)C=O (DMF). The solvent is C(Cl)Cl (CH2Cl2). Conditions: temperature 0 celsius, time 24 hour. The product is FC=1C=C2CCC(C2=CC1F)=O (5,6-difluoro-2,3-dihydro-1H-inden-1-one). RXN SMILES: [F:1][C:2]1[CH:3]=[C:4]([CH:9](C)[C:10](O)=O)C=[CH:6][C:7]=1[F:8].[C:14](Cl)(=[O:18])[C:15](Cl)=O.[Al+3].[Cl-].[Cl-].[Cl-]>CN(C=O)C.C(Cl)Cl>[F:1][C:2]1[CH:3]=[C:4]2[C:15](=[CH:6][C:7]=1[F:8])[C:14](=[O:18])[CH2:10][CH2:9]2 |f:2.3.4.5|. Procedure: To a solution of 3,4-difluorophenyl propionic acid (30.45 g; 163.6 mmol) and 2 drops of DMF in CH2Cl2 (200 mL) was added oxalyl chloride (41.4 g, 327 mmol) over 20 min. The resulting solution was stirred for 24 hr and concentrated in vacuo (chased 1×PhMe, ca. 100 mL). The residue was dissolved in CS2 (300 mL), cooled to 0° C. and AlCl3 (76.4 g, 573 mmol) was added over 10 min. The mixture was stirred 30 min at 0° C., then heated under reflux for 4 hr. Upon cooling to room temperature the solutio... The reactants are C1(=CC=CC=C1)N1C(N(C(=C1C1=CC=CC=C1)C1=CC=CC=C1)CCCCCCCBr)=O (1,4,5-triphenyl-3-(7-bromoheptyl)-imidazol-2-one), P(OC(C)C)(OC(C)C)OC(C)C (triisopropyl phosphite), C=1(C(=CC=CC1)C)C (xylene). Yields the product P(O)(O)=O.C(C)(C)C(CCCCCCN1C(N(C(=C1C1=CC=CC=C1)C1=CC=CC=C1)C1=CC=CC=C1)=O)C(C)C (Diisopropyl-7-(3,4,5-triphenyl-2-oxo-2,3-dihydroimidazol-1-yl)heptane phosphonate). As a reaction SMILES: [C:1]1([N:7]2[C:11]([C:12]3[CH:17]=[CH:16][CH:15]=[CH:14][CH:13]=3)=[C:10]([C:18]3[CH:23]=[CH:22][CH:21]=[CH:20][CH:19]=3)[N:9]([CH2:24][CH2:25][CH2:26][CH2:27][CH2:28][CH2:29][CH2:30]Br)[C:8]2=[O:32])[CH:6]=[CH:5][CH:4]=[CH:3][CH:2]=1.[P:33]([O:42]C(C)C)([O:38]C(C)C)[O:34][CH:35]([CH3:37])[CH3:36].[C:46]1(C)[C:47](C)=CC=C[CH:51]=1>>[PH:33](=[O:34])([OH:42])[OH:38].[CH:35]([CH:30]([CH:46]([CH3:47])[CH3:51])[CH2:29][CH2:28][CH2:27][CH2:26][CH2:25][CH2:24][N:9]1[C:10]([C:18]2[CH:23]=[CH:22][CH:21]=[CH:20][CH:19]=2)=[C:11]([C:12]2[CH:13]=[CH:14][CH:15]=[CH:16][CH:17]=2)[N:7]([C:1]2[CH:6]=[CH:5][CH:4]=[CH:3][CH:2]=2)[C:8]1=[O:32])([CH3:37])[CH3:36] |f:3.4|. Reported procedure: A solution of 1,4,5-triphenyl-3-(7-bromoheptyl)-imidazol-2-one (1.47 g) and triisopropyl phosphite (3.12 g) in xylene (15 ml) was heated at reflux temperature for 48 hours. The solution was evaporated to an oil and chromatographed on silica gel (ethyl acetate/ethanol). The resulting oil was taken up in diethyl ether, filtered and evaporated to the titled compound as a clear oil (0.33 g; 19%) Found: C, 70.02; H, 7.53; N, 5.19%; C34H43N2O4P+1.5% H2O; Requires: C, 69.99; H, 7.60; N, 4.80%. Product: CC(C)(C)OC(=O)NC(Cc1ccc(S(=O)(=O)c2ccccc2)cc1)C(N)=O. RXN SMILES: [B-:37]([F:38])([F:39])([F:40])[F:41].[C:1]([CH3:2])([CH3:3])([CH3:4])[O:5][C:6](=[O:7])[NH:8][CH:9]([C:10](=[O:11])[OH:12])[CH2:13][c:14]1[cH:15][cH:16][c:17]([S:20](=[O:21])(=[O:22])[c:23]2[cH:24][cH:25][cH:26][cH:27][cH:28]2)[cH:18][cH:19]1.[CH2:29]([N:31]1[CH2:30][CH2:32][O:33][CH2:34][CH2:35]1)[CH3:36].[NH3:59].[O:60]=[CH:61][N:62]([CH3:63])[CH3:64].[n:42]1([O:43][C:44]([N:45]([CH3:46])[CH3:47])=[N+:48]([CH3:49])[CH3:50])[c:51]2[cH:52][cH:53][cH:54][cH:55][c:56]2[n:57][n:58]1>>[C:1]([CH3:2])([CH3:3])([CH3:4])[O:5][C:6](=[O:7])[NH:8][CH:9]([C:10](=[O:11])[NH2:31])[CH2:13][c:14]1[cH:15][cH:16][c:17]([S:20](=[O:21])(=[O:22])[c:23]2[cH:24][cH:25][cH:26][cH:27][cH:28]2)[cH:18][cH:19]1. Reactants: F[B-](F)(F)F, CC(C)(C)OC(=O)NC(Cc1ccc(S(=O)(=O)c2ccccc2)cc1)C(=O)O, CCN1CCOCC1, N, CN(C)C=O, CN(C)C(On1nnc2ccccc21)=[N+](C)C. The reactants are C1CCOC1, CN1CCC(O)C1, CCOC(=O)N=NC(=O)OCC, Oc1cccnc1, c1ccc(P(c2ccccc2)c2ccccc2)cc1. RXN SMILES: [CH2:46]1[O:47][CH2:48][CH2:49][CH2:50]1.[CH3:32][N:33]1[CH2:34][CH:35]([OH:38])[CH2:36][CH2:37]1.[O:20]=[C:21]([O:22][CH2:23][CH3:24])[N:25]=[N:26][C:27]([O:28][CH2:29][CH3:30])=[O:31].[OH:39][c:40]1[cH:41][n:42][cH:43][cH:44][cH:45]1.[c:1]1([P:2]([c:3]2[cH:4][cH:5][cH:6][cH:7][cH:8]2)[c:9]2[cH:10][cH:11][cH:12][cH:13][cH:14]2)[cH:15][cH:16][cH:17][cH:18][cH:19]1>>[CH3:32][N:33]1[CH2:34][CH:35]([O:38][c:40]2[cH:41][n:42][cH:43][cH:44][cH:45]2)[CH2:36][CH2:37]1. Product: CN1CCC(Oc2cccnc2)C1. Starting materials: C(C)(=O)O[BH-](OC(C)=O)OC(C)=O.[Na+] (Sodium triacetoxyborohydride), O (Water), ClC1=C(C(=O)NCC23CC4CC(CC(C2)C4)C3)C=C(C=C1)C=O (2-Chloro-5-formyl-N-(tricyclo [3.3.1.13,7]dec-1-ylmethyl)-benzamide), NC1CN(CC1)C(=O)OC(C)(C)C (3-amino-1-pyrrolidinecarboxylic acid, 1,1-dimethylethyl ester). The solvent is ClCCl (dichloromethane), ClCCCl (1,2-dichloroethane). Reaction conditions: time 14 hour. The product is C(C)(=O)OCC.CCCC(C)C (ethyl acetate iso-hexane), Cl.Cl.ClC1=C(C(=O)NCC23CC4CC(CC(C2)C4)C3)C=C(C=C1)CNC1CCNCC1 (2-Chloro-5-[(4-piperidinylamino)methyl]-N-(tricyclo[3.3.1.13,7]dec-1-ylmethyl)-benzamide, dihydrochloride salt). Isolated yield 119.2%. As a reaction SMILES: [Cl:1][C:2]1[CH:21]=[CH:20][C:19]([CH:22]=[O:23])=[CH:18][C:3]=1[C:4]([NH:6][CH2:7][C:8]12[CH2:17][CH:12]3[CH2:13][CH:14]([CH2:16][CH:10]([CH2:11]3)[CH2:9]1)[CH2:15]2)=[O:5].[NH2:24][CH:25]1[CH2:29][CH2:28][N:27]([C:30]([O:32][C:33](C)(C)[CH3:34])=O)[CH2:26]1.C(O[BH-](OC(=O)C)OC(=O)C)(=O)C.[Na+].O>ClCCCl.ClCCl>[C:33]([O:23][CH2:22][CH3:19])(=[O:32])[CH3:34].[CH3:20][CH2:21][CH2:2][CH:3]([CH3:18])[CH3:4].[ClH:1].[ClH:1].[Cl:1][C:2]1[CH:21]=[CH:20][C:19]([CH2:22][NH:24][CH:25]2[CH2:26][CH2:30][NH:27][CH2:28][CH2:29]2)=[CH:18][C:3]=1[C:4]([NH:6][CH2:7][C:8]12[CH2:15][CH:14]3[CH2:16][CH:10]([CH2:11][CH:12]([CH2:13]3)[CH2:17]1)[CH2:9]2)=[O:5] |f:2.3,7.8,9.10.11|. Reported procedure: 2-Chloro-5-formyl-N-(tricyclo [3.3.1.13,7]dec-1-ylmethyl)-benzamide (0.270 g, Example 31a) and 3-amino-1-pyrrolidinecarboxylic acid, 1,1-dimethylethyl ester (0.325 g, Journal of Medicinal Chemistry, 1998, 41(22), 4273-4278) were dissolved in 1,2-dichloroethane (30 ml), under a nitrogen atmosphere. Sodium triacetoxyborohydride (0.24 g) was added and the mixture was stirred for 14 h at room temperature. Water and dichloromethane were added and the layers were partitioned. The organic extracts were... Product: ClCCCCCC(C(=O)OC)=O (methyl 7-chloro-2-oxoheptanoate). Run in CO (methanol), CO (methanol). Starting materials: solution, C[O-].[Na+] (sodium methylate), BrCCCCCCl (1-bromo-5-chloropentane), C(CC(=O)OC)(=O)OC (dimethyl malonate). Conditions: temperature 0 celsius, time 1 hour. RXN SMILES: C[O-:2].[Na+].[C:4]([O:11][CH3:12])(=[O:10])[CH2:5][C:6](OC)=O.BrC[CH2:15][CH2:16][CH2:17][CH2:18][Cl:19]>CO>[Cl:19][CH2:18][CH2:17][CH2:16][CH2:15][CH2:6][C:5](=[O:2])[C:4]([O:11][CH3:12])=[O:10] |f:0.1|. Procedure: A 28 % solution of sodium methylate in methanol (19.3 g) and methanol (50 g) are charged in a flask, and the mixture is cooled to 0° C. To the mixture is added dimethyl malonate (13.2 g) and the mixture is stirred at 50° C. for 1 hour. To the mixture is added 1-bromo-5-chloropentane (18.6 g) and stirred under refluxing for 14 hours. The reaction mixture is concentrated under reduced pressure, and to the residue are added toluene (200 g) and water (100 ml) and the mixture is further stirred. The ... The reactants are CN1C(=NC=C1[N+](=O)[O-])COC1=CC=C(C=C1)SC#N (1-methyl-2-(4-thiocyanatophenyloxymethyl)-5-nitro-imidazole), S(O)(O)(=O)=O (sulfuric acid), COS(=O)(=O)OC (dimethylsulfate). Run at temperature 60 celsius, time 8 hour. Yields the product CN1C(=NC=C1[N+](=O)[O-])COC1=CC=C(C=C1)SC (1-methyl-2-(4-methylthiophenyl-oxymethyl)-5-nitro-imidazole). RXN SMILES: [CH3:1][N:2]1[C:6]([N+:7]([O-:9])=[O:8])=[CH:5][N:4]=[C:3]1[CH2:10][O:11][C:12]1[CH:17]=[CH:16][C:15]([S:18][C:19]#N)=[CH:14][CH:13]=1.S(=O)(=O)(O)O.COS(OC)(=O)=O>>[CH3:1][N:2]1[C:6]([N+:7]([O-:9])=[O:8])=[CH:5][N:4]=[C:3]1[CH2:10][O:11][C:12]1[CH:17]=[CH:16][C:15]([S:18][CH3:19])=[CH:14][CH:13]=1. Procedure details: 5.8 g (0.02 mols) of 1-methyl-2-(4-thiocyanatophenyloxymethyl)-5-nitro-imidazole are introduced portionwise while stirring, under a nitrogen atmosphere, at room temperature, into a mixture of 26.5 ml of concentrated sulfuric acid and 5.0 g (0.04 mol) of dimethylsulfate and allowed to stand overnight at room temperature. The solution is then heated to 60° C. for 30 minutes, cooled and poured onto ice/water. The precipiate is suction-filtered and washed with water. In addition to bis-4,4'-(1-methy...